Dataset: the Open Reaction Database (ORD), a public repository of structured organic reaction records. Task: describe an organic reaction: reactants, conditions, products, and yield Reactants: Cc1ccccc1CN, Cc1nc(Cl)c2nc(-c3ccccc3)cc-2[nH]1, ClCCl, [K+], [K+], O=C([O-])[O-], O. Yields the product Cc1nc(NCc2ccccc2C)c2nc(-c3ccccc3)cc-2[nH]1. As a reaction SMILES: [CH3:18][c:19]1[c:20]([CH2:21][NH2:22])[cH:23][cH:24][cH:25][cH:26]1.[Cl:1][c:2]1[c:3]2[n:11][c:10](-[c:12]3[cH:13][cH:14][cH:15][cH:16][cH:17]3)[cH:9][c:4]-2[nH:5][c:6]([CH3:8])[n:7]1.[Cl:33][CH2:34][Cl:35].[K+:27].[K+:28].[O-:29][C:30]([O-:31])=[O:32].[OH2:36]>>[c:2]1([NH:22][CH2:21][c:20]2[c:19]([CH3:18])[cH:26][cH:25][cH:24][cH:23]2)[c:3]2[n:11][c:10](-[c:12]3[cH:13][cH:14][cH:15][cH:16][cH:17]3)[cH:9][c:4]-2[nH:5][c:6]([CH3:8])[n:7]1. Reactants: C1(CCC2=CC=CC=C12)=O (indan-1-one), C(C)O (ethanol), O.NN (hydrazine hydrate). The solvent is C(C)(=O)O (acetic acid). Reaction conditions: temperature 20 celsius. Yields the product C1(CCC2=CC=CC=C12)=NN (indan-1-one hydrazone). Reaction SMILES: [C:1]1(=O)[C:9]2[C:4](=[CH:5][CH:6]=[CH:7][CH:8]=2)[CH2:3][CH2:2]1.C(O)C.O.[NH2:15][NH2:16]>C(O)(=O)C>[C:1]1(=[N:15][NH2:16])[C:9]2[C:4](=[CH:5][CH:6]=[CH:7][CH:8]=2)[CH2:3][CH2:2]1 |f:2.3|. Reported procedure: A mixture of indan-1-one (10.0 g), ethanol (35 ml), hydrazine hydrate (10.0 ml) and glacial acetic acid (2.0 ml) was boiled under reflux under nitrogen for 1 hour. The mixture was cooled to 20° C. and the mixture concentrated under reduced pressure to give a solid which was collected by filtration to give indan-1-one hydrazone, m.p. 84-86° C. Reactants: F[C@@]12[C@]3(C=CC(C=C3CC[C@H]1[C@@H]1CCC([C@@]1(C)C[C@@H]2O)=O)=O)C (9-fluoro-11β-hydroxyandrosta-1,4-diene-3,17-dione), C(C)(=O)OC(C)=O (acetic anhydride), C1(=CC=C(C=C1)S(=O)(=O)O)C (p-toluenesulfonic acid). The solvent is C(C)(=O)O (acetic acid). Yields the product C(C)(=O)O[C@@H]1[C@@]2([C@]3(C=CC(C=C3CC[C@H]2[C@@H]2CCC([C@@]2(C)C1)=O)=O)C)F (11β-Acetyloxy-9-fluoroandrosta-1,4-diene-3,17-dione). RXN SMILES: [F:1][C@:2]12[C@@H:19]([OH:20])[CH2:18][C@@:16]3([CH3:17])[C@@H:12]([CH2:13][CH2:14][C:15]3=[O:21])[C@@H:11]1[CH2:10][CH2:9][C:8]1[C@:3]2([CH3:23])[CH:4]=[CH:5][C:6](=[O:22])[CH:7]=1.[C:24](OC(=O)C)(=[O:26])[CH3:25].C1(C)C=CC(S(O)(=O)=O)=CC=1>C(O)(=O)C>[C:24]([O:20][C@H:19]1[CH2:18][C@@:16]2([CH3:17])[C@@H:12]([CH2:13][CH2:14][C:15]2=[O:21])[C@H:11]2[C@@:2]1([F:1])[C@:3]1([CH3:23])[C:8]([CH2:9][CH2:10]2)=[CH:7][C:6](=[O:22])[CH:5]=[CH:4]1)(=[O:26])[CH3:25]. Reported procedure: A solution of 20 g of 9-fluoro-11β-hydroxyandrosta-1,4-diene-3,17-dione, 120 ml of glacial acetic acid, 120 ml of acetic anhydride and 5 g of p-toluenesulfonic acid is stirred at room temperature under nitrogen for 24 hours. The resulting solution is quenched with 5 g of sodium acetate. The solvent is partially removed in vacuo at 35°-40° C. and the resultant slurry is diluted with chloroform. The chloroform solution is washed with water, saturated sodium bicarbonate and water, dried over anhydr...